From a dataset of the Open Reaction Database (ORD), a public repository of structured organic reaction records. describe an organic reaction: reactants, conditions, products, and yield Reactants: OC[C@H]1CCC(N1)=O ((R)-5-hydroxymethyl-2-pyrrolidinone), COC(C)(C)OC (2,2-dimethoxypropane), C([O-])(O)=O.[Na+] (sodium bicarbonate). The reagents and catalysts are C12(C(=O)CC(CC1)C2(C)C)CS(=O)(=O)O (camphorsulfonic acid). Solvent: O (water). Reaction conditions: temperature 75 celsius. The product is CC1(OC[C@@H]2N1C(CC2)=O)C ((R)-3,3-dimethyltetrahydropyrrolo[1,2-c]oxazol-5(3H)-one). The yield is 78.5%. Reaction SMILES: [OH:1][CH2:2][C@@H:3]1[NH:7][C:6](=[O:8])[CH2:5][CH2:4]1.CO[C:11](OC)([CH3:13])[CH3:12].C(=O)(O)[O-].[Na+]>O.C12(CS(O)(=O)=O)C(C)(C)C(CC1)CC2=O>[CH3:12][C:11]1([CH3:13])[N:7]2[C:6](=[O:8])[CH2:5][CH2:4][C@@H:3]2[CH2:2][O:1]1 |f:2.3|. Procedure: To a mixture consisting of (R)-5-hydroxymethyl-2-pyrrolidinone (20 g, 174 mmol) in 2,2-dimethoxypropane (1.4 L, 11,400 mmol) was added camphorsulfonic acid (1.0 g, 4.3 mmol). The stirring mixture was heated to 75° C. for 20 hours. The reaction mixture was treated with a saturated aqueous solution of sodium bicarbonate, diluted with water, and extracted with ethyl acetate. The combined organic phase was washed with a saturated aqueous solution of sodium chloride, dried over sodium sulfate, filter... The reactants are Cl (HCl), FC(C=1C=C(CN(C=2N=NN(N2)C)[C@@H]2C3=C(N(CCC2)CC2=CC=NC=C2)C=C(C(=C3)C)C(F)(F)F)C=C(C1)C(F)(F)F)(F)F ((S)-(3,5-Bis-trifluoromethyl-benzyl)-(7-methyl-1-pyridin-4-ylmethyl-8-trifluoromethyl-2,3,4,5-tetrahydro-1H-benzo[b]azepin-5-yl)-(2-methyl-2H-tetrazol-5-yl)-amine). Solvent: C(C)OCC (ethyl ether), C(C)OCC (ethyl ether). Conditions: time 10 minute. Product: Cl.FC(C=1C=C(CN(C=2N=NN(N2)C)[C@@H]2C3=C(N(CCC2)CC2=CC=NC=C2)C=C(C(=C3)C)C(F)(F)F)C=C(C1)C(F)(F)F)(F)F ((S)-(3,5-Bis-trifluoromethyl-benzyl)-(7-methyl-1-pyridin-4-ylmethyl-8-trifluoromethyl-2,3,4,5-tetrahydro-1H-benzo[b]azepin-5-yl)-(2-methyl-2H-tetrazol-5-yl)-amine hydrochloride). As a reaction SMILES: [ClH:1].[F:2][C:3]([F:46])([F:45])[C:4]1[CH:5]=[C:6]([CH:38]=[C:39]([C:41]([F:44])([F:43])[F:42])[CH:40]=1)[CH2:7][N:8]([C@H:15]1[CH2:21][CH2:20][CH2:19][N:18]([CH2:22][C:23]2[CH:28]=[CH:27][N:26]=[CH:25][CH:24]=2)[C:17]2[CH:29]=[C:30]([C:34]([F:37])([F:36])[F:35])[C:31]([CH3:33])=[CH:32][C:16]1=2)[C:9]1[N:10]=[N:11][N:12]([CH3:14])[N:13]=1>C(OCC)C>[ClH:1].[F:46][C:3]([F:2])([F:45])[C:4]1[CH:5]=[C:6]([CH:38]=[C:39]([C:41]([F:42])([F:43])[F:44])[CH:40]=1)[CH2:7][N:8]([C@H:15]1[CH2:21][CH2:20][CH2:19][N:18]([CH2:22][C:23]2[CH:24]=[CH:25][N:26]=[CH:27][CH:28]=2)[C:17]2[CH:29]=[C:30]([C:34]([F:35])([F:36])[F:37])[C:31]([CH3:33])=[CH:32][C:16]1=2)[C:9]1[N:10]=[N:11][N:12]([CH3:14])[N:13]=1 |f:3.4|. Reported procedure: Add 1.0 N HCl in ethyl ether (0.0500 mL) to a solution of (S)-(3,5-Bis-trifluoromethyl-benzyl)-(7-methyl-1-pyridin-4-ylmethyl-8-trifluoromethyl-2,3,4,5-tetrahydro-1H-benzo[b]azepin-5-yl)-(2-methyl-2H-tetrazol-5-yl)-amine (0.0230 mg, 0.0357 mmole) in ethyl ether (0.500 mL), stir for 10 minutes. Evaporate the solvent to provide the title compound. MS (ES+): 644 (M+H).